This data is from the Open Reaction Database (ORD), a public repository of structured organic reaction records. The task is: describe an organic reaction: reactants, conditions, products, and yield Reactants: step-ii, C(C)OC=1C=C(CN2N=C(C(=C2C)B2OC(C(O2)(C)C)(C)C)C)C=CC1 (1-(3-ethoxybenzyl)-3,5-dimethyl-4-(4,4,5,5-tetramethyl-1,3,2-dioxaborolan-2-yl)-1H-pyrazole), C(C)OC=1C=C(CN2N=C(C(=C2C)B2OC(C(O2)(C)C)(C)C)C)C=CC1 (1-(3-ethoxybenzyl)-3,5-dimethyl-4-(4,4,5,5-tetramethyl-1,3,2-dioxaborolan-2-yl)-1H-pyrazole), IC1=CN(C2=NC=C(C=C21)C2=CC=C(C=C2)N2CCN(CC2)C(=O)OC(C)(C)C)S(=O)(=O)C2=CC=C(C)C=C2 (tert-butyl 4-(4-(3-iodo-1-tosyl-1H-pyrrolo[2,3-b]pyridin-5-yl)phenyl)piperazine-1-carboxylate), IC1=CN(C2=NC=C(C=C21)C2=CC=C(C=C2)N2CCN(CC2)C(=O)OC(C)(C)C)S(=O)(=O)C2=CC=C(C)C=C2 (tert-butyl 4-(4-(3-iodo-1-tosyl-1H-pyrrolo[2,3-b]pyridin-5-yl)phenyl)piperazine-1-carboxylate), C([O-])([O-])=O.[Na+].[Na+] (sodium carbonate). Reagents/catalysts: Cl[Pd]([P](C1=CC=CC=C1)(C2=CC=CC=C2)C3=CC=CC=C3)([P](C4=CC=CC=C4)(C5=CC=CC=C5)C6=CC=CC=C6)Cl (Pd(PPh3)2Cl2). Run in C1(=CC=CC=C1)C.C(C)O.O (toluene ethanol water). Product: C(C)OC=1C=C(CN2N=C(C(=C2C)C2=CN(C3=NC=C(C=C32)C3=CC=C(C=C3)N3CCN(CC3)C(=O)OC(C)(C)C)S(=O)(=O)C3=CC=C(C)C=C3)C)C=CC1 (tert-butyl 4-(4-(3-(1-(3-ethoxybenzyl)-3,5-dimethyl-1H-pyrazol-4-yl)-1-tosyl-1H-pyrrolo[2,3-b]pyridin-5-yl)phenyl)piperazine-1-carboxylate). Yield: 97.3%. Reaction SMILES: I[C:2]1[C:10]2[C:5](=[N:6][CH:7]=[C:8]([C:11]3[CH:16]=[CH:15][C:14]([N:17]4[CH2:22][CH2:21][N:20]([C:23]([O:25][C:26]([CH3:29])([CH3:28])[CH3:27])=[O:24])[CH2:19][CH2:18]4)=[CH:13][CH:12]=3)[CH:9]=2)[N:4]([S:30]([C:33]2[CH:39]=[CH:38][C:36]([CH3:37])=[CH:35][CH:34]=2)(=[O:32])=[O:31])[CH:3]=1.[CH2:40]([O:42][C:43]1[CH:44]=[C:45]([CH:63]=[CH:64][CH:65]=1)[CH2:46][N:47]1[C:51]([CH3:52])=[C:50](B2OC(C)(C)C(C)(C)O2)[C:49]([CH3:62])=[N:48]1)[CH3:41].C(=O)([O-])[O-].[Na+].[Na+]>Cl[Pd](Cl)([P](C1C=CC=CC=1)(C1C=CC=CC=1)C1C=CC=CC=1)[P](C1C=CC=CC=1)(C1C=CC=CC=1)C1C=CC=CC=1.C1(C)C=CC=CC=1.C(O)C.O>[CH2:40]([O:42][C:43]1[CH:44]=[C:45]([CH:63]=[CH:64][CH:65]=1)[CH2:46][N:47]1[C:51]([CH3:52])=[C:50]([C:2]2[C:10]3[C:5](=[N:6][CH:7]=[C:8]([C:11]4[CH:16]=[CH:15][C:14]([N:17]5[CH2:22][CH2:21][N:20]([C:23]([O:25][C:26]([CH3:29])([CH3:28])[CH3:27])=[O:24])[CH2:19][CH2:18]5)=[CH:13][CH:12]=4)[CH:9]=3)[N:4]([S:30]([C:33]3[CH:39]=[CH:38][C:36]([CH3:37])=[CH:35][CH:34]=3)(=[O:32])=[O:31])[CH:3]=2)[C:49]([CH3:62])=[N:48]1)[CH3:41] |f:2.3.4,6.7.8,^1:74,93|. Procedure details: Using similar reaction conditions as described in step-ii of example-1, tert-butyl 4-(4-(3-iodo-1-tosyl-1H-pyrrolo[2,3-b]pyridin-5-yl)phenyl)piperazine-1-carboxylate (intermediate 41) (125 mg, 0.189 mmol) was coupled with 1-(3-ethoxybenzyl)-3,5-dimethyl-4-(4,4,5,5-tetramethyl-1,3,2-dioxaborolan-2-yl)-1H-pyrazole (intermediate 46) (81.13 mg, 0.227 mmol) in sodium carbonate (60.1 mg, 0.567 mmol), Pd(PPh3)2Cl2 (6.6 mg, 0.0095 mmol), toluene/ethanol/water (3/5/1 ml) to give 140 mg of titled compound...